Dataset: the Open Reaction Database (ORD), a public repository of structured organic reaction records. Task: describe an organic reaction: reactants, conditions, products, and yield Reactants: [H-].[Na+] (sodium hydride), ClC=1C=C(C=CC1Cl)C1C=2N(CCC1)C(=NN2)C2=CC(=C(C=C2)C2=CN=C(O2)C)OC (8-(3,4-dichlorophenyl)-3-[3-methoxy-4-(2-methyl-1,3-oxazol-5-yl)phenyl]-5,6,7,8-tetrahydro[1,2,4]triazolo[4,3-a]pyridine), BrCCO[Si](C)(C)C(C)(C)C ((2-Bromoethoxy)(tert-butyl)dimethylsilane). The solvent is O (water), CN(C)C=O (DMF). Run at time 30 minute. Yields the product ClC=1C=C(C=CC1Cl)C1(C=2N(CCC1)C(=NN2)C2=CC(=C(C=C2)C2=CN=C(O2)C)OC)CCO (2-{8-(3,4-dichlorophenyl)-3-[3-methoxy-4-(2-methyl-1,3-oxazol-5-yl)phenyl]-5,6,7,8-tetrahydro[1,2,4]triazolo[4,3-a]pyridin-8-yl}ethanol). RXN SMILES: [Cl:1][C:2]1[CH:3]=[C:4]([CH:9]2[CH2:14][CH2:13][CH2:12][N:11]3[C:15]([C:18]4[CH:23]=[CH:22][C:21]([C:24]5[O:28][C:27]([CH3:29])=[N:26][CH:25]=5)=[C:20]([O:30][CH3:31])[CH:19]=4)=[N:16][N:17]=[C:10]23)[CH:5]=[CH:6][C:7]=1[Cl:8].[H-].[Na+].Br[CH2:35][CH2:36][O:37][Si](C(C)(C)C)(C)C>CN(C=O)C.O>[Cl:1][C:2]1[CH:3]=[C:4]([C:9]2([CH2:35][CH2:36][OH:37])[CH2:14][CH2:13][CH2:12][N:11]3[C:15]([C:18]4[CH:23]=[CH:22][C:21]([C:24]5[O:28][C:27]([CH3:29])=[N:26][CH:25]=5)=[C:20]([O:30][CH3:31])[CH:19]=4)=[N:16][N:17]=[C:10]23)[CH:5]=[CH:6][C:7]=1[Cl:8] |f:1.2|. Procedure details: To a mixture of 8-(3,4-dichlorophenyl)-3-[3-methoxy-4-(2-methyl-1,3-oxazol-5-yl)phenyl]-5,6,7,8-tetrahydro[1,2,4]triazolo[4,3-a]pyridine (200 mg) in DMF (5 mL) was added sodium hydride (60%, 31.6 mg) under ice-cooling, and the mixture was stirred for 30 min under a nitrogen atmosphere. (2-Bromoethoxy)(tert-butyl)dimethylsilane (113 μL) was added to the reaction mixture, and the mixture was stirred at room temperature for 1 hr. The reaction mixture was diluted with water, and the mixture was extr...